From a dataset of the Open Reaction Database (ORD), a public repository of structured organic reaction records. describe an organic reaction: reactants, conditions, products, and yield Reactants: O=C([O-])[O-], C1CCNCC1, CS(=O)(=O)OC1CN(c2nc3ccc(Br)cc3s2)C1, CN(C)C=O, [K+], [K+], O. Product: Brc1ccc2nc(N3CC(N4CCCCC4)C3)sc2c1. RXN SMILES: [C:26](=[O:27])([O-:28])[O-:29].[CH2:20]1[CH2:21][CH2:22][NH:23][CH2:24][CH2:25]1.[CH3:1][S:2]([O:3][CH:6]1[CH2:7][N:8]([c:10]2[s:11][c:12]3[c:13]([n:14]2)[cH:15][cH:16][c:17]([Br:19])[cH:18]3)[CH2:9]1)(=[O:4])=[O:5].[CH3:32][N:33]([CH3:34])[CH:35]=[O:36].[K+:30].[K+:31].[OH2:37]>>[CH:6]1([N:23]2[CH2:22][CH2:21][CH2:20][CH2:25][CH2:24]2)[CH2:7][N:8]([c:10]2[s:11][c:12]3[c:13]([n:14]2)[cH:15][cH:16][c:17]([Br:19])[cH:18]3)[CH2:9]1. Starting materials: [BH4-], CO, Cc1ccccc1N=C(C#N)c1c(Cl)cccc1Cl, [Na+], O. Yields the product Cc1ccccc1NC(C#N)c1c(Cl)cccc1Cl. As a reaction SMILES: [BH4-:22].[CH3:20][OH:21].[Cl:1][c:2]1[c:3]([C:9]([C:10]#[N:11])=[N:12][c:13]2[c:14]([CH3:19])[cH:15][cH:16][cH:17][cH:18]2)[c:4]([Cl:8])[cH:5][cH:6][cH:7]1.[Na+:23].[OH2:24]>>[Cl:1][c:2]1[c:3]([CH:9]([C:10]#[N:11])[NH:12][c:13]2[c:14]([CH3:19])[cH:15][cH:16][cH:17][cH:18]2)[c:4]([Cl:8])[cH:5][cH:6][cH:7]1.